Dataset: the Open Reaction Database (ORD), a public repository of structured organic reaction records. Task: describe an organic reaction: reactants, conditions, products, and yield Starting materials: C(C)(C)(C)OC(=O)N1[C@@H](CC(C1)=NOC)C(=O)O ((2S,4EZ)-1-(tert-butoxycarbonyl)-4-(methoxyimino)-2-pyrrolidine-carboxylic acid), ON=C(CC=1SC=CC1)N (N′-hydroxy-2-(2-thienyl)ethanimidamide), C(C)(C)(C)OC(=O)N1[C@@H](CC(C1)=NOC)C(=O)O ((2S,4EZ)-1-(tert-butoxycarbonyl)-4-(methoxyimino)-2-pyrrolidine-carboxylic acid), C1(=CC=C(C=C1)C(=O)Cl)C1=CC=CC=C1 ([1,1′-biphenyl]-4-carbonyl chloride). Product: CON=C1CN([C@@H](C1)C1=NC(=NO1)CC=1SC=CC1)C(=O)C1=CC=C(C=C1)C1=CC=CC=C1 ((3EZ,5S)-1-([1,1′-biphenyl]-4-ylcarbonyl)-5-[3-(2-thienylmethyl)-1,2,4-oxadiazol-5-yl]-3-pyrrolidinone O-methyloxime). As a reaction SMILES: C(O[C:6]([N:8]1[CH2:12][C:11](=[N:13][O:14][CH3:15])[CH2:10][C@H:9]1[C:16]([OH:18])=O)=[O:7])(C)(C)C.[C:19]1([C:28]2[CH:33]=[CH:32][CH:31]=[CH:30][CH:29]=2)[CH:24]=[CH:23][C:22](C(Cl)=O)=[CH:21][CH:20]=1.O[N:35]=[C:36]([NH2:43])[CH2:37][C:38]1[S:39][CH:40]=[CH:41][CH:42]=1>>[CH3:15][O:14][N:13]=[C:11]1[CH2:10][C@@H:9]([C:16]2[O:18][N:43]=[C:36]([CH2:37][C:38]3[S:39][CH:40]=[CH:41][CH:42]=3)[N:35]=2)[N:8]([C:6]([C:31]2[CH:30]=[CH:29][C:28]([C:19]3[CH:20]=[CH:21][CH:22]=[CH:23][CH:24]=3)=[CH:33][CH:32]=2)=[O:7])[CH2:12]1. Reported procedure: Following the general method as outlined in Example 59, starting from (2S,4EZ)-1-(tert-butoxycarbonyl)-4-(methoxyimino)-2-pyrrolidine-carboxylic acid (Intermediate 2), [1,1′-biphenyl]-4-carbonyl chloride, and N′-hydroxy-2-(2-thienyl)ethanimidamide, the title compound was obtained in 85% purity by HPLC. MS(ESI+): m/z=459.2. Reactants: CCO, COC(=O)c1nsc2cc(N3CCCC(OCc4c(-c5c(Cl)cccc5Cl)noc4C4CC4)CC3)ccc12, [K+], C1CCOC1, [OH-]. Product: O=C(O)c1nsc2cc(N3CCCC(OCc4c(-c5c(Cl)cccc5Cl)noc4C4CC4)CC3)ccc12. As a reaction SMILES: [CH3:41][CH2:42][OH:43].[CH:3]1([c:6]2[c:7]([CH2:19][O:20][CH:21]3[CH2:22][CH2:23][N:24]([c:28]4[cH:29][c:30]5[c:31]([c:32]([C:35](=[O:36])[O:37][CH3:38])[n:33][s:34]5)[cH:39][cH:40]4)[CH2:25][CH2:26][CH2:27]3)[c:8](-[c:11]3[c:12]([Cl:18])[cH:13][cH:14][cH:15][c:16]3[Cl:17])[n:9][o:10]2)[CH2:4][CH2:5]1.[K+:2].[O:44]1[CH2:45][CH2:46][CH2:47][CH2:48]1.[OH-:1]>>[CH:3]1([c:6]2[c:7]([CH2:19][O:20][CH:21]3[CH2:22][CH2:23][N:24]([c:28]4[cH:29][c:30]5[c:31]([c:32]([C:35](=[O:36])[OH:37])[n:33][s:34]5)[cH:39][cH:40]4)[CH2:25][CH2:26][CH2:27]3)[c:8](-[c:11]3[c:12]([Cl:18])[cH:13][cH:14][cH:15][c:16]3[Cl:17])[n:9][o:10]2)[CH2:4][CH2:5]1. Reactants: FC(C(=O)O)(F)F.[Si](C)(C)(C(C)(C)C)O[C@H]1[C@@](NCC1)(C)CO ((2R,3R)-[3-(tert-Butyldimethylsilanyloxy)-2-methylpyrrolidin-2-yl]methanol trifluoroacetic acid salt), C(Cl)Cl (CH2Cl2), ClC=1C(=C(C=CC1)CC(=O)N)C (3-Chloro-2-methylphenylacetamide), CCN(C(C)C)C(C)C (Hunig's base). Conditions: time 15 minute. Yields the product ClC=1C(=C(C=CC1C#N)NC(=O)N1[C@]([C@@H](CC1)O[Si](C)(C)C(C)(C)C)(C)CO)C ((2R,3R)-3-(tert-Butyldimethylsilanyloxy)-2-hydroxymethyl-2-methylpyrrolidine-1-carboxylic acid (3-chloro-4-cyano-2-methyl-phenyl)-amide), product. Reaction SMILES: FC(F)(F)[C:3]([OH:5])=O.[Si:8]([O:15][C@@H:16]1[CH2:20][CH2:19][NH:18][C@@:17]1([CH2:22][OH:23])[CH3:21])([C:11]([CH3:14])([CH3:13])[CH3:12])([CH3:10])[CH3:9].CC[N:26](C(C)C)C(C)C.Cl[C:34]1[C:35](C)=[C:36]([CH2:40][C:41]([NH2:43])=O)C=[CH:38][CH:39]=1.[CH2:45]([Cl:47])Cl>>[Cl:47][C:45]1[C:39]([CH3:38])=[C:34]([NH:26][C:3]([N:18]2[CH2:19][CH2:20][C@@H:16]([O:15][Si:8]([C:11]([CH3:14])([CH3:13])[CH3:12])([CH3:10])[CH3:9])[C@:17]2([CH2:22][OH:23])[CH3:21])=[O:5])[CH:35]=[CH:36][C:40]=1[C:41]#[N:43] |f:0.1|. Procedure: To a solution of (2R,3R)-[3-(tert-Butyldimethylsilanyloxy)-2-methylpyrrolidin-2-yl]methanol trifluoroacetic acid salt (58C) (167 mg, 0.61 mmol) in CH2Cl2 (2.5 mL) at 0° C. were added molecular sieves followed by Hunig's base (0.21 mL, 1.22 mL). After stirring for 15 min, 2-Chloro-4-isocyanato-3-methylbenzonitrile (23A) was added and the ice bath was removed. After 10 min, the reaction was stirred for 2 h and then diluted with water and CH2Cl2. The layers were separated and the organic layer was ...